The task is: describe an organic reaction: reactants, conditions, products, and yield. This data is from the Open Reaction Database (ORD), a public repository of structured organic reaction records. Starting materials: C([O-])(O)=O.[Na+] (sodium bicarbonate), CN(C)C=O (DMF), P(Br)(Br)Br (PBr3), O1CCC(CC1)=O (tetrahydropyran-4-one). Solvent: C(Cl)(Cl)Cl (chloroform), C(Cl)(Cl)Cl (chloroform). Conditions: temperature 25 celsius, time 40 minute. Yields the product BrC1=C(COCC1)C=O (4-Bromo-5,6-dihydro-2H-pyran-3-carbaldehyde). Reaction SMILES: CN([CH:4]=[O:5])C.P(Br)(Br)[Br:7].[O:10]1[CH2:15][CH2:14][C:13](=O)[CH2:12][CH2:11]1.C(=O)(O)[O-].[Na+]>C(Cl)(Cl)Cl>[Br:7][C:13]1[CH2:14][CH2:15][O:10][CH2:11][C:12]=1[CH:4]=[O:5] |f:3.4|. Procedure details: A mixture of DMF (10 mL) and chloroform (200 mL) at 5° C. was treated with PBr3 (10 mL), stirred at 25° C. for 40 minutes, treated with tetrahydropyran-4-one (5 g) in chloroform (50 mL) at 0° C., stirred at 25° C. for 18 hours, poured onto ice, treated with sodium bicarbonate, and extracted with diethyl ether. The extract was washed with saturated sodium bicarbonate and brine and dried (MgSO4), filtered and concentrated. The concentrate was flash chromatographed on silica gel with 10% ethyl acet... The reactants are Br[Mg]c1ccccc1, COc1cc(C#N)c(C(=O)N(C)OC)cc1OCc1ccccc1, CCOC(C)=O, [Cl-], Cl, [NH4+], C1CCOC1. Yields the product COc1cc(C#N)c(C(=O)c2ccccc2)cc1OCc1ccccc1. Reaction SMILES: [Br:25][Mg:26][c:27]1[cH:28][cH:29][cH:30][cH:31][cH:32]1.[CH2:1]([c:2]1[cH:3][cH:4][cH:5][cH:6][cH:7]1)[O:8][c:9]1[c:10]([O:23][CH3:24])[cH:11][c:12]([C:21]#[N:22])[c:13]([C:14](=[O:15])[N:16]([O:17][CH3:18])[CH3:19])[cH:20]1.[CH3:36][CH2:37][O:38][C:39](=[O:40])[CH3:41].[Cl-:33].[ClH:35].[NH4+:34].[O:42]1[CH2:43][CH2:44][CH2:45][CH2:46]1>>[CH2:1]([c:2]1[cH:3][cH:4][cH:5][cH:6][cH:7]1)[O:8][c:9]1[c:10]([O:23][CH3:24])[cH:11][c:12]([C:21]#[N:22])[c:13]([C:14](=[O:15])[c:27]2[cH:28][cH:29][cH:30][cH:31][cH:32]2)[cH:20]1. The reactants are ClCCl, Cc1cc(-c2ccc(CC(NC(=O)C3(NC(=O)OC(C)(C)C)CCOCC3)C(N)=O)cc2)ccc1C#N. Product: Cc1cc(-c2ccc(CC(C#N)NC(=O)C3(NC(=O)OC(C)(C)C)CCOCC3)cc2)ccc1C#N. Reaction SMILES: [Cl:38][CH2:39][Cl:40].[NH2:1][C:2]([CH:3]([CH2:4][c:5]1[cH:6][cH:7][c:8](-[c:11]2[cH:12][c:13]([CH3:19])[c:14]([C:17]#[N:18])[cH:15][cH:16]2)[cH:9][cH:10]1)[NH:20][C:21](=[O:22])[C:23]1([NH:29][C:30]([O:31][C:32]([CH3:33])([CH3:34])[CH3:35])=[O:36])[CH2:24][CH2:25][O:26][CH2:27][CH2:28]1)=[O:37]>>[N:1]#[C:2][CH:3]([CH2:4][c:5]1[cH:6][cH:7][c:8](-[c:11]2[cH:12][c:13]([CH3:19])[c:14]([C:17]#[N:18])[cH:15][cH:16]2)[cH:9][cH:10]1)[NH:20][C:21](=[O:22])[C:23]1([NH:29][C:30]([O:31][C:32]([CH3:33])([CH3:34])[CH3:35])=[O:36])[CH2:24][CH2:25][O:26][CH2:27][CH2:28]1.